From a dataset of the Open Reaction Database (ORD), a public repository of structured organic reaction records. describe an organic reaction: reactants, conditions, products, and yield Product: C12(CC3CC(CC(C1)C3)C2)C=2C=C(C=CC2OCOCCOC)C#CC2=CC=C(C=O)C=C2 (4-[3-(1-adamantyl)-4-methoxyethoxymethoxyphenylethynyl]benzaldehyde). The reactants are C1(=CC=CC=C1)P(C1=CC=CC=C1)C1=CC=CC=C1 (triphenylphosphine), C12(CC3CC(CC(C1)C3)C2)C=2C=C(C=CC2OCOCCOC)C#C (3-(1-adamantyl)-4-methoxyethoxymethoxyphenylacetylene), BrC1=CC=C(C=O)C=C1 (4-bromobenzaldehyde). Reported procedure: 3 g (8.8 mmol) of 3-(1-adamantyl)-4-methoxyethoxymethoxyphenylacetylene, 1.8 g (9.7 mmol) of 4-bromobenzaldehyde and 50 ml of triethylamine were introduced into a three-necked flask. The reaction mixture was degassed with nitrogen for 15 min, 160 mg (1.7 mmol) of palladium(II) acetate and 350 mg (1.3 mmol) of triphenylphosphine were added and stirring was carried out at room temperature for twelve hours. The reaction mixture was evaporated to dryness, the residue was taken up in water and ethyl ... Solvent: C(C)N(CC)CC (triethylamine). Reagents/catalysts: C(C)(=O)[O-].[Pd+2].C(C)(=O)[O-] (palladium(II) acetate). RXN SMILES: [C:1]12([C:11]3[CH:12]=[C:13]([C:24]#[CH:25])[CH:14]=[CH:15][C:16]=3[O:17][CH2:18][O:19][CH2:20][CH2:21][O:22][CH3:23])[CH2:10][CH:5]3[CH2:6][CH:7]([CH2:9][CH:3]([CH2:4]3)[CH2:2]1)[CH2:8]2.Br[C:27]1[CH:34]=[CH:33][C:30]([CH:31]=[O:32])=[CH:29][CH:28]=1.C1(P(C2C=CC=CC=2)C2C=CC=CC=2)C=CC=CC=1>C([O-])(=O)C.[Pd+2].C([O-])(=O)C.C(N(CC)CC)C>[C:1]12([C:11]3[CH:12]=[C:13]([C:24]#[C:25][C:27]4[CH:34]=[CH:33][C:30]([CH:31]=[O:32])=[CH:29][CH:28]=4)[CH:14]=[CH:15][C:16]=3[O:17][CH2:18][O:19][CH2:20][CH2:21][O:22][CH3:23])[CH2:2][CH:3]3[CH2:9][CH:7]([CH2:6][CH:5]([CH2:4]3)[CH2:10]1)[CH2:8]2 |f:3.4.5|.